From a dataset of the Open Reaction Database (ORD), a public repository of structured organic reaction records. describe an organic reaction: reactants, conditions, products, and yield Starting materials: N1=CC=C(C=C1)C=1N=C(SC1)NC=1C=C(C(=O)OC)C=CC1 (methyl 3-(4-pyrid-4-ylthiazol-2-ylamino)benzoate), [OH-].[Na+] (sodium hydroxide). The solvent is CO.C1CCOC1 (methanol THF). Run at temperature 40 celsius, time 12 hour. Yields the product N1=CC=C(C=C1)C=1N=C(SC1)NC=1C=C(C(=O)O)C=CC1 (3-(4-pyrid-4-ylthiazol-2-ylamino)benzoic acid). The yield is 86.9%. RXN SMILES: [N:1]1[CH:6]=[CH:5][C:4]([C:7]2[N:8]=[C:9]([NH:12][C:13]3[CH:14]=[C:15]([CH:20]=[CH:21][CH:22]=3)[C:16]([O:18]C)=[O:17])[S:10][CH:11]=2)=[CH:3][CH:2]=1.[OH-].[Na+]>CO.C1COCC1>[N:1]1[CH:2]=[CH:3][C:4]([C:7]2[N:8]=[C:9]([NH:12][C:13]3[CH:14]=[C:15]([CH:20]=[CH:21][CH:22]=3)[C:16]([OH:18])=[O:17])[S:10][CH:11]=2)=[CH:5][CH:6]=1 |f:1.2,3.4|. Procedure: A solution of methyl 3-(4-pyrid-4-ylthiazol-2-ylamino)benzoate (500 mg, 1.27 mmol) in a 3/2 mixture of methanol/THF (100 mL) was treated with an aqueous solution of sodium hydroxide ((240 mg, 6 mmol, 20 mL). The reaction mixture was stirred at 40° C. for approximately 12 hours and then concentrated. The residue was diluted with water (20 mL) and the diluted solution was acidified to pH 5 with dilute hydrochloric acid. A resulting solid was collected by filtration and washed with water to provide... Reactants: BrCCCO (3-bromopropanol), CN1CCNCC1 (N-methylpiperazine), C([O-])([O-])=O.[K+].[K+] (potassium carbonate). Solvent: C(C)O (ethanol). Product: OCCCN1CCN(CC1)C (1-(3-hydroxypropyl)-4-methylpiperazine). As a reaction SMILES: Br[CH2:2][CH2:3][CH2:4][OH:5].[CH3:6][N:7]1[CH2:12][CH2:11][NH:10][CH2:9][CH2:8]1.C(=O)([O-])[O-].[K+].[K+]>C(O)C>[OH:5][CH2:4][CH2:3][CH2:2][N:10]1[CH2:11][CH2:12][N:7]([CH3:6])[CH2:8][CH2:9]1 |f:2.3.4|. Reported procedure: A mixture of 3-bromopropanol (20 ml), N-methylpiperazine (29 ml), potassium carbonate (83 g) and ethanol (200 ml)was stirred and heated to reflux for 20 hours. The mixture was cooled to ambient temperature and filtered. The filtrate was evaporated and the residue was triturated under diethyl ether. The resultant mixture was filtered and the filtrate was evaporated. The residue was purified by distillation at about 60-70° C. under about 0.2 mm Hg to give 1-(3-hydroxypropyl)-4-methylpiperazine (17...